This data is from the Open Reaction Database (ORD), a public repository of structured organic reaction records. The task is: describe an organic reaction: reactants, conditions, products, and yield The reactants are CO, CCOC(C)=O, NS(=O)(=O)c1ccc(NC2CCCCC2)c([N+](=O)[O-])c1. Product: Nc1cc(S(N)(=O)=O)ccc1NC1CCCCC1. Reaction SMILES: [CH3:21][OH:22].[CH3:23][CH2:24][O:25][C:26](=[O:27])[CH3:28].[CH:1]1([NH:7][c:8]2[c:9]([N+:18]([O-:19])=[O:20])[cH:10][c:11]([S:14](=[O:15])(=[O:16])[NH2:17])[cH:12][cH:13]2)[CH2:2][CH2:3][CH2:4][CH2:5][CH2:6]1>>[CH:1]1([NH:7][c:8]2[c:9]([NH2:18])[cH:10][c:11]([S:14](=[O:15])(=[O:16])[NH2:17])[cH:12][cH:13]2)[CH2:2][CH2:3][CH2:4][CH2:5][CH2:6]1. Reactants: ClC1=CC(=CC=C1)C(=O)OO (m-chloroperbenzoic acid), CC1(OC2=C(C(=C1)C1=NC=CC=C1)C=CC=C2)C (2,2-dimethyl-4-(2-pyridyl)-2H-1-benzopyran), C(C)OCC (diethyl ether). Solvent: ClCCl (dichloromethane). Product: CC1(OC2=C(C(=C1)C1=[N+](C=CC=C1)[O-])C=CC=C2)C (2-(2,2-dimethyl-2H-1-benzopyran-4-yl)pyridine N-oxide). Isolated yield 2.0%. Reaction SMILES: [CH3:1][C:2]1([CH3:18])[CH:7]=[C:6]([C:8]2[CH:13]=[CH:12][CH:11]=[CH:10][N:9]=2)[C:5]2[CH:14]=[CH:15][CH:16]=[CH:17][C:4]=2[O:3]1.ClC1C=CC=C(C(OO)=[O:27])C=1.C(OCC)C>ClCCl>[CH3:1][C:2]1([CH3:18])[CH:7]=[C:6]([C:8]2[CH:13]=[CH:12][CH:11]=[CH:10][N+:9]=2[O-:27])[C:5]2[CH:14]=[CH:15][CH:16]=[CH:17][C:4]=2[O:3]1. Reported procedure: 1.61 g of 2,2-dimethyl-4-(2-pyridyl)-2H-1-benzopyran were dissolved in 10 ml of dichloromethane at room temperature and 2.0 g of m-chloroperbenzoic acid were added. After 1 hour the mixture was washed with sodium bisulphite solution, sodium bicarbonate solution and water. The organic phase was dried over sodium sulphate and evaporated. The residue was chromatographed on silica gel using ethyl acetate/ethanol/formic acid (40:4:1) for the elution. The product was obtained as an oil which solidifie... Procedure details: To a mixture of 50 g. of 4-hydroxy-4-methyl-oct-1-yn-7-ene and 61.3 g. of imidazole in 100 ml. of dimethylformamide at 0° C., is added, with stirring, 49.1 g. of trimethylsilyloxy chloride. The mixture is stirred at room temperature overnight and poured into petroleum ether and water. The organic layer is washed with water and saturated sodium bicarbonate solution and dried over magnesium sulfate. The solvent is removed and the residue distilled (74°-78° C., 1.5 mm.) to give the product as a col... The solvent is petroleum ether, O (water). The product is CC(CC#C)(CCC=C)O[Si](C)(C)C (4-Methyl-4-trimethylsilyloxy-oct-1-yn-7-ene). As a reaction SMILES: [OH:1][C:2]([CH3:10])([CH2:6][CH2:7][CH:8]=[CH2:9])[CH2:3][C:4]#[CH:5].N1C=CN=C1.CN(C)C=O.[CH3:21][Si:22]([CH3:26])([CH3:25])OCl>O>[CH3:10][C:2]([O:1][Si:22]([CH3:26])([CH3:25])[CH3:21])([CH2:6][CH2:7][CH:8]=[CH2:9])[CH2:3][C:4]#[CH:5]. The reactants are OC(CC#C)(CCC=C)C (4-hydroxy-4-methyl-oct-1-yn-7-ene), C[Si](OCl)(C)C (trimethylsilyloxy chloride), N1C=NC=C1 (imidazole), CN(C=O)C (dimethylformamide). The reactants are O(C1=CC=CC=C1)C(CN)C (2-Phenoxypropylamine), C1(=CC=C(C=C1)S(=O)(=O)O)C.C1(=CC=CC=C1)CC(=N)N (phenylacetamidine p-toluenesulphonate), N (ammonia). Run in CCOCC (ether), C(C)O (ethanol). Yields the product C1(=CC=C(C=C1)S(=O)(=O)O)C.O(C1=CC=CC=C1)C(CNC(CC1=CC=CC=C1)=N)C (N-(2-phenoxypropyl)phenylacetamidine p-toluenesulphonate). As a reaction SMILES: [O:1]([CH:8]([CH3:11])[CH2:9][NH2:10])[C:2]1[CH:7]=[CH:6][CH:5]=[CH:4][CH:3]=1.[C:12]1([CH3:22])[CH:17]=[CH:16][C:15]([S:18]([OH:21])(=[O:20])=[O:19])=[CH:14][CH:13]=1.[C:23]1([CH2:29][C:30](N)=[NH:31])[CH:28]=[CH:27][CH:26]=[CH:25][CH:24]=1.N>C(O)C.CCOCC>[C:12]1([CH3:22])[CH:13]=[CH:14][C:15]([S:18]([OH:21])(=[O:19])=[O:20])=[CH:16][CH:17]=1.[O:1]([CH:8]([CH3:11])[CH2:9][NH:10][C:30](=[NH:31])[CH2:29][C:23]1[CH:28]=[CH:27][CH:26]=[CH:25][CH:24]=1)[C:2]1[CH:7]=[CH:6][CH:5]=[CH:4][CH:3]=1 |f:1.2,6.7|. Procedure details: 2-Phenoxypropylamine (6.0 g.) was added to a suspension of phenylacetamidine p-toluenesulphonate (12.4 g.) in absolute ethanol (20 ml.). The mixture was heated to reflux for 4 hours by which time the initially vigorous evolution of ammonia had practically ceased. The resulting solution was cooled somewhat and diluted with ether to give an oil which rapidly crystallised on scratching. The solid was filtered and recrystallised from a mixture of ethanol and water to give N-(2-phenoxypropyl)phenylac... Starting materials: CC1([C@H]([C@@H](C2=C(O1)C=CC(=C2)C#N)N2CCCC2)O)C (trans-2,2-dimethyl-4-pyrrolidino-6-cyano-3,4-dihydro-2H-benzo[b]-pyran-3-ol), solid, CC(C(=O)Cl)(C)C (2,2-dimethylpropanoyl chloride). Reagents/catalysts: CN(C1=CC=NC=C1)C (4-dimethylaminopyridine). Run in ClCCl (dichloromethane), ClCCl (dichloromethane). The product is CC1([C@H]([C@@H](C2=C(O1)C=CC(=C2)C#N)N2CCCC2)OC(C(C)(C)C)=O)C (trans-2,2-dimethyl-3-(2,2-dimethylpropanoyloxy)-4 pyrrolidino-6-cyano-3,4-dihydro-2H-benzo[b]pyran). As a reaction SMILES: [CH3:1][C:2]([CH3:7])([CH3:6])[C:3](Cl)=[O:4].[CH3:8][C:9]1([CH3:27])[O:14][C:13]2[CH:15]=[CH:16][C:17]([C:19]#[N:20])=[CH:18][C:12]=2[C@@H:11]([N:21]2[CH2:25][CH2:24][CH2:23][CH2:22]2)[C@@H:10]1[OH:26]>CN(C)C1C=CN=CC=1.ClCCl>[CH3:8][C:9]1([CH3:27])[O:14][C:13]2[CH:15]=[CH:16][C:17]([C:19]#[N:20])=[CH:18][C:12]=2[C@@H:11]([N:21]2[CH2:22][CH2:23][CH2:24][CH2:25]2)[C@@H:10]1[O:26][C:3](=[O:4])[C:2]([CH3:7])([CH3:6])[CH3:1]. Reported procedure: To a solution of 4-dimethylaminopyridine (0.98 g) in dichloromethane (50 ml) was added 2,2-dimethylpropanoyl chloride (0.69 ml) dropwise and with gentle stirring, followed by crude trans-2,2-dimethyl-4-pyrrolidino-6-cyano-3,4-dihydro-2H-benzo[b]-pyran-3-ol (2.50 g) in dichloromethane (50 ml) during 4 minutes. The resulting red solution was heated under reflux for 40 hours before cooling and evaporation of solvent. The orange residue was taken up in ethyl acetate and washed with water, dried and ...